Dataset: the Open Reaction Database (ORD), a public repository of structured organic reaction records. Task: describe an organic reaction: reactants, conditions, products, and yield Reactants: [N+](=O)([O-])C=1C=C2CCNC2=CC1 (5-nitroindoline), CI (MeI), [H-].[Na+] (NaH), saturated solution, [NH4+].[Cl-] (NH4Cl). The solvent is CN(C)C=O (DMF), CN(C)C=O (DMF), CN(C)C=O (DMF), O (water), CCOC(=O)C (AcOEt). Run at temperature 23 celsius. Yields the product CN1CCC2=CC(=CC=C12)[N+](=O)[O-] (1-methyl-5-nitroindoline). Reaction SMILES: [H-].[Na+].[N+:3]([C:6]1[CH:7]=[C:8]2[C:12](=[CH:13][CH:14]=1)[NH:11][CH2:10][CH2:9]2)([O-:5])=[O:4].[CH3:15]I.[NH4+].[Cl-]>CN(C=O)C.O.CCOC(C)=O>[CH3:15][N:11]1[C:12]2[C:8](=[CH:7][C:6]([N+:3]([O-:5])=[O:4])=[CH:14][CH:13]=2)[CH2:9][CH2:10]1 |f:0.1,4.5|. Procedure details: 25 ml of anhydrous DMF is introduced into a 150 ml three-necked flask, under an inert atmosphere, followed by 0.84 g (21 mmole) of 60% NaH. The reaction mixture is cooled down using an ice bath before the dropwise addition of a solution of 3.28 g (20 mmole) of 5-nitroindoline in 5 ml of anhydrous DMF. Once this addition is complete, agitation is maintained for 1 hour at 23° C., before the dropwise introduction of a solution of 1.31 ml (21 mmole) of MeI in 5 ml of anhydrous DMF. Agitation is main... Isolated yield 105.4%. Yields the product NC1=CC=C2C=3C=C(C=C(C3NC2=C1)C(=O)N)C1=CC(=C(C=C1)O)Cl (7-amino-3-(3-chloro-4-hydroxyphenyl)-9H-carbazole-1-carboxamide). Procedure: A 250 ml pressure flask was loaded with 7-amino-3-bromo-9H-carbazole-1-carboxamide (2.02 g, 5.31 mmol, Example 480B), 3-chloro-4-hydroxyphenylboronic acid (1.00 g, 5.80 mmol), PdCl2(dppf)-CH2Cl2 adduct (0.167 g, 0.204 mmol), Na2CO3 (2M) (8 mL, 16.00 mmol) and DME (80 mL). The flask was flushed with N2 and heated at 85° C. in an oil bath for 3 hours. LCMS after 2 h 20 min showed ˜⅔ conversion. The temperature was increased to 100° C. and heating continued for 1 hour. LCMS showed small amount of r... The reagents and catalysts are C1=CC=C(C=C1)P([C-]2C=CC=C2)C3=CC=CC=C3.C1=CC=C(C=C1)P([C-]2C=CC=C2)C3=CC=CC=C3.Cl[Pd]Cl.[Fe+2].C(Cl)Cl (PdCl2(dppf) CH2Cl2), C1=CC=C(C=C1)P([C-]2C=CC=C2)C3=CC=CC=C3.C1=CC=C(C=C1)P([C-]2C=CC=C2)C3=CC=CC=C3.Cl[Pd]Cl.[Fe+2].C(Cl)Cl (PdCl2(dppf) CH2Cl2), ClC=1C=C(C=CC1O)B(O)O (3-Chloro-4-hydroxyphenylboronic acid). Conditions: temperature 85 celsius, time 20 minute. Solvent: COCCOC (DME). Reaction SMILES: [NH2:1][C:2]1[CH:14]=[C:13]2[C:5]([C:6]3[CH:7]=[C:8](Br)[CH:9]=[C:10]([C:15]([NH2:17])=[O:16])[C:11]=3[NH:12]2)=[CH:4][CH:3]=1.[Cl:19][C:20]1[CH:21]=[C:22](B(O)O)[CH:23]=[CH:24][C:25]=1[OH:26].C([O-])([O-])=O.[Na+].[Na+]>C1C=CC(P(C2C=CC=CC=2)[C-]2C=CC=C2)=CC=1.C1C=CC(P(C2C=CC=CC=2)[C-]2C=CC=C2)=CC=1.Cl[Pd]Cl.[Fe+2].C(Cl)Cl.ClC1C=C(B(O)O)C=CC=1O.COCCOC>[NH2:1][C:2]1[CH:14]=[C:13]2[C:5]([C:6]3[CH:7]=[C:8]([C:22]4[CH:23]=[CH:24][C:25]([OH:26])=[C:20]([Cl:19])[CH:21]=4)[CH:9]=[C:10]([C:15]([NH2:17])=[O:16])[C:11]=3[NH:12]2)=[CH:4][CH:3]=1 |f:2.3.4,5.6.7.8.9|. Starting materials: NC1=CC=C2C=3C=C(C=C(C3NC2=C1)C(=O)N)Br (7-amino-3-bromo-9H-carbazole-1-carboxamide), ClC=1C=C(C=CC1O)B(O)O (3-chloro-4-hydroxyphenylboronic acid), C(=O)([O-])[O-].[Na+].[Na+] (Na2CO3). The reactants are NC1=CC=C(C=C1)C1=NOC(=N1)C(=O)NC(C(=O)OC)C(C)C (Methyl 2-(3-(4-aminophenyl)-1,2,4-oxadiazole-5-carboxamido)-3 methylbutanoate), FC1=C(C=CC(=C1)F)N=C=O (2,4-difluoro-1-isocyanatobenzene), C1CCOC1 (THF). Solvent: C(C)(=O)OCC (ethyl acetate). Reaction conditions: time 8 hour. Yields the product FC1=C(C=CC(=C1)F)NC(NC1=CC=C(C=C1)C1=NOC(=N1)C(=O)NC(C(=O)OC)C(C)C)=O (Methyl 2-(3-(4-(3-(2,4-difluorophenyl) ureido)phenyl)-1,2,4-oxadiazole-5-carboxamido)-3-methylbutanoate). Isolated yield 98.7%. As a reaction SMILES: [NH2:1][C:2]1[CH:7]=[CH:6][C:5]([C:8]2[N:12]=[C:11]([C:13]([NH:15][CH:16]([CH:21]([CH3:23])[CH3:22])[C:17]([O:19][CH3:20])=[O:18])=[O:14])[O:10][N:9]=2)=[CH:4][CH:3]=1.[F:24][C:25]1[CH:30]=[C:29]([F:31])[CH:28]=[CH:27][C:26]=1[N:32]=[C:33]=[O:34].C1COCC1>C(OCC)(=O)C>[F:24][C:25]1[CH:30]=[C:29]([F:31])[CH:28]=[CH:27][C:26]=1[NH:32][C:33](=[O:34])[NH:1][C:2]1[CH:7]=[CH:6][C:5]([C:8]2[N:12]=[C:11]([C:13]([NH:15][CH:16]([CH:21]([CH3:23])[CH3:22])[C:17]([O:19][CH3:20])=[O:18])=[O:14])[O:10][N:9]=2)=[CH:4][CH:3]=1. Procedure details: Methyl 2-(3-(4-aminophenyl)-1,2,4-oxadiazole-5-carboxamido)-3 methylbutanoate and 2,4-difluoro-1-isocyanatobenzene was added to THF and stirred at room temperature overnight. After completion of the reaction, the solvent was evaporated and the crude product so obtained was dissolved in ethyl acetate and washed with water, brine, dried by sodium sulfate and concentrated to give a solid. The solid was re-crystallized from Ethyl acetate: Pet ether and was obtained in a yield of 98.65%; 1H NMR (DMSO... Reactants: COC=C1C(=O)NC(=O)c2ccc(C(C)(C)C)cc21, CN(C)C=O, NCc1cc(O)c(-c2ccoc2)cn1. Product: CC(C)(C)c1ccc2c(c1)C(=CNCc1cc(O)c(-c3ccoc3)cn1)C(=O)NC2=O. Reaction SMILES: [C:1]([CH3:2])([CH3:3])([CH3:4])[c:5]1[cH:6][c:7]2[c:12]([cH:13][cH:14]1)[C:11](=[O:15])[NH:10][C:9](=[O:16])[C:8]2=[CH:17][O:18][CH3:19].[CH3:34][N:35]([CH3:36])[CH:37]=[O:38].[NH2:20][CH2:21][c:22]1[n:23][cH:24][c:25](-[c:29]2[cH:30][o:31][cH:32][cH:33]2)[c:26]([OH:28])[cH:27]1>>[C:1]([CH3:2])([CH3:3])([CH3:4])[c:5]1[cH:6][c:7]2[c:12]([cH:13][cH:14]1)[C:11](=[O:15])[NH:10][C:9](=[O:16])[C:8]2=[CH:17][NH:20][CH2:21][c:22]1[n:23][cH:24][c:25](-[c:29]2[cH:30][o:31][cH:32][cH:33]2)[c:26]([OH:28])[cH:27]1. Starting materials: CCN1CCCCC1, CCOC(C)=O, Cc1ccc(-c2ccc3c(c2)C=C(C(=O)Nc2ccc(CCl)cc2)CC3)cc1, CN(C)C=O. Reaction SMILES: [CH3:29][CH2:30][N:31]1[CH2:32][CH2:33][CH2:34][CH2:35][CH2:36]1.[CH3:37][CH2:38][O:39][C:40](=[O:41])[CH3:42].[Cl:1][CH2:2][c:3]1[cH:4][cH:5][c:6]([NH:9][C:10](=[O:11])[C:12]2=[CH:13][c:14]3[cH:15][c:16](-[c:22]4[cH:23][cH:24][c:25]([CH3:28])[cH:26][cH:27]4)[cH:17][cH:18][c:19]3[CH2:20][CH2:21]2)[cH:7][cH:8]1.[O:43]=[CH:44][N:45]([CH3:46])[CH3:47]>>[CH2:2]([c:3]1[cH:4][cH:5][c:6]([NH:9][C:10](=[O:11])[C:12]2=[CH:13][c:14]3[cH:15][c:16](-[c:22]4[cH:23][cH:24][c:25]([CH3:28])[cH:26][cH:27]4)[cH:17][cH:18][c:19]3[CH2:20][CH2:21]2)[cH:7][cH:8]1)[N+:31]1([CH2:30][CH3:29])[CH2:32][CH2:33][CH2:34][CH2:35][CH2:36]1.[Cl-:1]. Yields the product CC[N+]1(Cc2ccc(NC(=O)C3=Cc4cc(-c5ccc(C)cc5)ccc4CC3)cc2)CCCCC1, [Cl-]. The reactants are CS(=O)(=O)c1cccc(Br)c1, C1CNCCN1, CC(C)(C)[O-], Cc1ccccc1, [Na+], O=C(C=Cc1ccccc1)C=Cc1ccccc1, O=C(C=Cc1ccccc1)C=Cc1ccccc1, O=C(C=Cc1ccccc1)C=Cc1ccccc1, [Pd], [Pd]. Product: CS(=O)(=O)c1cccc(N2CCNCC2)c1. RXN SMILES: [Br:1][c:2]1[cH:3][c:4]([S:8](=[O:9])(=[O:10])[CH3:11])[cH:5][cH:6][cH:7]1.[CH2:12]1[CH2:13][NH:14][CH2:15][CH2:16][NH:17]1.[CH3:18][C:19]([CH3:20])([O-:21])[CH3:22].[CH3:24][c:25]1[cH:26][cH:27][cH:28][cH:29][cH:30]1.[Na+:23].[O:33]=[C:34]([CH:35]=[CH:36][c:37]1[cH:38][cH:39][cH:40][cH:41][cH:42]1)[CH:43]=[CH:44][c:45]1[cH:46][cH:47][cH:48][cH:49][cH:50]1.[O:51]=[C:52]([CH:53]=[CH:54][c:55]1[cH:56][cH:57][cH:58][cH:59][cH:60]1)[CH:61]=[CH:62][c:63]1[cH:64][cH:65][cH:66][cH:67][cH:68]1.[O:69]=[C:70]([CH:71]=[CH:72][c:73]1[cH:74][cH:75][cH:76][cH:77][cH:78]1)[CH:79]=[CH:80][c:81]1[cH:82][cH:83][cH:84][cH:85][cH:86]1.[Pd:31].[Pd:32]>>[c:2]1([N:14]2[CH2:13][CH2:12][NH:17][CH2:16][CH2:15]2)[cH:3][c:4]([S:8](=[O:9])(=[O:10])[CH3:11])[cH:5][cH:6][cH:7]1. The reactants are CCBr, C1CCOC1, [Cl-], CC(Oc1ccc(Oc2ccc(C(F)(F)F)cc2)cc1)C(=O)O, [Mg], O=C1CCC(=O)C1, O. The product is CC(Oc1ccc(Oc2ccc(C(F)(F)F)cc2)cc1)C(=O)C1C(=O)CCC1=O. As a reaction SMILES: [CH2:1]([Br:2])[CH3:3].[CH2:36]1[O:37][CH2:38][CH2:39][CH2:40]1.[Cl-:12].[F:13][C:14]([c:15]1[cH:16][cH:17][c:18]([O:19][c:20]2[cH:21][cH:22][c:23]([O:24][CH:25]([C:26](=[O:27])[OH:28])[CH3:29])[cH:30][cH:31]2)[cH:32][cH:33]1)([F:34])[F:35].[Mg:4].[O:5]=[C:6]1[CH2:7][CH2:8][C:9](=[O:10])[CH2:11]1.[OH2:41]>>[O:5]=[C:6]1[CH2:7][CH2:8][C:9](=[O:10])[CH:11]1[C:26]([CH:25]([O:24][c:23]1[cH:22][cH:21][c:20]([O:19][c:18]2[cH:17][cH:16][c:15]([C:14]([F:13])([F:34])[F:35])[cH:33][cH:32]2)[cH:31][cH:30]1)[CH3:29])=[O:27]. Reaction conditions: temperature 0 celsius, time 10 minute. Reactants: C1(=CC=CC=C1)P(C1=CC=CC=C1)C1=CC=CC=C1 (triphenylphosphine), C1(=CC=C(C=C1)O)C1=CC=CC=C1 (biphenyl-4-ol), CC(C)OC(=O)/N=N/C(=O)OC(C)C (diisopropylazodicarboxylate), C(C)OC(CCC=1OC(=C(C1)CO)C)=O (3-(4-Hydroxymethyl-5-methyl-furan-2-yl)-propionic acid ethyl ester). Reaction SMILES: C([O:3][C:4](=[O:15])[CH2:5][CH2:6][C:7]1[O:8][C:9]([CH3:14])=[C:10]([CH2:12][OH:13])[CH:11]=1)C.C1(P(C2C=CC=CC=2)C2C=CC=CC=2)C=CC=CC=1.[C:35]1([C:42]2[CH:47]=[CH:46][CH:45]=[CH:44][CH:43]=2)[CH:40]=[CH:39][C:38](O)=[CH:37][CH:36]=1.CC(OC(/N=N/C(OC(C)C)=O)=O)C>O1CCCC1>[C:35]1([C:42]2[CH:43]=[CH:44][CH:45]=[CH:46][CH:47]=2)[CH:40]=[CH:39][C:38]([O:13][CH2:12][C:10]2[CH:11]=[C:7]([CH2:6][CH2:5][C:4]([OH:3])=[O:15])[O:8][C:9]=2[CH3:14])=[CH:37][CH:36]=1. Procedure details: To a stirred, cooled 0° C. solution, in tetrahydrofuran (2.5 mL), a solution of 3-(4-hydroxymethyl-5-methyl-furan-2-yl)-propionic acid ethyl ester (36) (400 mg) in tetrahydrofuran (2.5 mL) was cooled to 0° C. and treated successively with triphenylphosphine (542 mg), biphenyl-4-ol (353 mg) and diisopropylazodicarboxylate (0.41 mL). After stirring for 10 mins at 0° C. the reaction mixture was allowed to warm to room temperature and then stirred for a further 16 hours. The reaction mixture was con... Yield: 3.9%. Product: C1(=CC=C(C=C1)OCC=1C=C(OC1C)CCC(=O)O)C1=CC=CC=C1 (3-[4-(Biphenyl-4-yloxymethyl)-5-methyl-furan-2-yl]-propionic acid). Run in O1CCCC1 (tetrahydrofuran), O1CCCC1 (tetrahydrofuran). Starting materials: [Ba+2], CO, CCOC(=O)c1sc(N2CCC(NC(=O)c3[nH]c(C)c(Cl)c3Cl)C(OC)C2)nc1C(=O)NC, Cl, [OH-], [OH-], O. Product: CNC(=O)c1nc(N2CCC(NC(=O)c3[nH]c(C)c(Cl)c3Cl)C(OC)C2)sc1C(=O)O. RXN SMILES: [Ba+2:35].[CH3:39][OH:40].[Cl:1][c:2]1[c:3]([C:9](=[O:10])[NH:11][CH:12]2[CH:13]([O:32][CH3:33])[CH2:14][N:15]([c:18]3[s:19][c:20]([C:27](=[O:28])[O:29][CH2:30][CH3:31])[c:21]([C:23](=[O:24])[NH:25][CH3:26])[n:22]3)[CH2:16][CH2:17]2)[nH:4][c:5]([CH3:8])[c:6]1[Cl:7].[ClH:38].[OH-:34].[OH-:36].[OH2:37]>>[Cl:1][c:2]1[c:3]([C:9](=[O:10])[NH:11][CH:12]2[CH:13]([O:32][CH3:33])[CH2:14][N:15]([c:18]3[s:19][c:20]([C:27](=[O:28])[OH:29])[c:21]([C:23](=[O:24])[NH:25][CH3:26])[n:22]3)[CH2:16][CH2:17]2)[nH:4][c:5]([CH3:8])[c:6]1[Cl:7].